Dataset: the Open Reaction Database (ORD), a public repository of structured organic reaction records. Task: describe an organic reaction: reactants, conditions, products, and yield Reactants: C1(=CC=CC=C1)S(=O)(=O)C(CCCC1=CC=CC=C1)(F)F (1,1-Difluoro-4-phenylbutyl Phenyl Sulfone), CC(C)(C)[O-].[K+] (t-BuOK), 1F, 1,1-Difluoro-1-alkenes, Alkyl-substitued Difluoromethyl Sulfones, 1F. Run in C1CCOC1 (THF), CN(C)C=O (DMF). Conditions: time 1 hour. Product: FC(=CCCC1=CC=CC=C1)F (1,1-difluoro-4-phenyl-1-butene). Isolated yield 85.5%. RXN SMILES: C1(S([C:10]([F:21])([F:20])[CH2:11][CH2:12][CH2:13][C:14]2[CH:19]=[CH:18][CH:17]=[CH:16][CH:15]=2)(=O)=O)C=CC=CC=1.CC([O-])(C)C.[K+]>C1COCC1.CN(C=O)C>[F:20][C:10]([F:21])=[CH:11][CH2:12][CH2:13][C:14]1[CH:19]=[CH:18][CH:17]=[CH:16][CH:15]=1 |f:1.2|. Procedure details: Typical Procedures for the Preparation of 1,1-Difluoro-1-alkenes (10) from Alkyl-substitued Difluoromethyl Sulfones (4): Under an argon atmosphere, into a Schlenk flask containing 1,1-difluoro-4-phenylbutyl phenyl sulfone (4g) (100 mg, 0.32 mmol) in THF (4 mL) at −20° C., was added dropwise via a syringe t-BuOK (224 mg, 2 mmol) in DMF (4 mL). The reaction mixture was stirred at −20° C.˜rt for 1 h, and the completion of the reaction was monitored by 19F NMR [δ −89.6 (d, J=46.6 Hz, 1F); −91.6 (dd,...